This data is from the Open Reaction Database (ORD), a public repository of structured organic reaction records. The task is: describe an organic reaction: reactants, conditions, products, and yield Reactants: C(#N)C=1C=C2N(N=CC(=C2SCC)C(=O)N)C1 (6-cyano-4-(ethylthio)pyrrolo[1,2-b]pyridazine-3-carboxamide), N(=[N+]=[N-])[Sn](CCCC)(CCCC)CCCC (azidotributyltin). The solvent is CN1CCCC1=O (NMP). Yields the product C(C)SC=1C=2N(N=CC1C(=O)N)C=C(C2)C2=NN=NN2 (4-(Ethylthio)-6-(1H-tetrazol-5-yl)pyrrolo[1,2-b]pyridazine-3-carboxamide). As a reaction SMILES: [C:1]([C:3]1[CH:4]=[C:5]2[C:10]([S:11][CH2:12][CH3:13])=[C:9]([C:14]([NH2:16])=[O:15])[CH:8]=[N:7][N:6]2[CH:17]=1)#[N:2].[N:18]([Sn](CCCC)(CCCC)CCCC)=[N+:19]=[N-:20]>CN1C(=O)CCC1>[CH2:12]([S:11][C:10]1[C:5]2[N:6]([CH:17]=[C:3]([C:1]3[NH:20][N:19]=[N:18][N:2]=3)[CH:4]=2)[N:7]=[CH:8][C:9]=1[C:14]([NH2:16])=[O:15])[CH3:13]. Procedure: A solution of 6-cyano-4-(ethylthio)pyrrolo[1,2-b]pyridazine-3-carboxamide (140 mg, 0.568 mmol) and azidotributyltin (0.187 mL, 0.682 mmol) in NMP (2.0 mL) was heated to 180° C. for 60 minutes under microwave oven (CEM). The reaction mixture was taken to the next step without purification. MS (ES+) m/z: 290.08 (M+H).